This data is from the Open Reaction Database (ORD), a public repository of structured organic reaction records. The task is: describe an organic reaction: reactants, conditions, products, and yield The reactants are N1N=C(C=2C(=CC=CC12)C=O)C=O (1H-indazole-3,4-dicarbaldehyde), NC1=C(C=CC=C1)N (1,2-diaminobenzene). The product is N1C(=NC2=C1C=CC=C2)C2=NNC1=CC=CC(=C21)C2=NC1=C(N2)C=CC=C1 (3,4-Bis-(1H-benzoimidazol-2-yl)-1H-indazole). As a reaction SMILES: [NH:1]1[C:9]2[CH:8]=[CH:7][CH:6]=[C:5]([CH:10]=O)[C:4]=2[C:3]([CH:12]=O)=[N:2]1.[NH2:14][C:15]1[CH:20]=[CH:19][CH:18]=[CH:17][C:16]=1[NH2:21]>>[NH:14]1[C:15]2[CH:20]=[CH:19][CH:18]=[CH:17][C:16]=2[N:21]=[C:12]1[C:3]1[C:4]2[C:9](=[CH:8][CH:7]=[CH:6][C:5]=2[C:10]2[NH:21][C:16]3[CH:17]=[CH:18][CH:19]=[CH:20][C:15]=3[N:14]=2)[NH:1][N:2]=1. Procedure: The title compound is prepared using the procedure described in Example 4 from 1H-indazole-3,4-dicarbaldehyde and an excess of 1,2-diaminobenzene. Starting materials: [H-].[H-].[H-].[H-].[Li+].[Al+3] (LiAlH4), C(C)OC(=O)C=1OC2=C(C1)C=CC(=C2)OC (ethyl-6-methoxybenzofuran-2-carboxylate). The reagents and catalysts are O=[Mn]=O (MnO2). Solvent: O1CCOCC1 (dioxane), CCOCC (Et2O). Run at time 0.5 hour. Product: COC1=CC2=C(C=C(O2)C=O)C=C1 (6-Methoxybenzofuran-2-carbaldehyde). Isolated yield 59.7%. As a reaction SMILES: [H-].[H-].[H-].[H-].[Li+].[Al+3].C([O:9][C:10]([C:12]1[O:13][C:14]2[CH:20]=[C:19]([O:21][CH3:22])[CH:18]=[CH:17][C:15]=2[CH:16]=1)=O)C>CCOCC.O1CCOCC1.O=[Mn]=O>[CH3:22][O:21][C:19]1[CH:18]=[CH:17][C:15]2[CH:16]=[C:12]([CH:10]=[O:9])[O:13][C:14]=2[CH:20]=1 |f:0.1.2.3.4.5|. Procedure: To a stirred slurry LiAlH4 (0.114 g, 3 mmol) in anhydrous Et2O (5 ml) was added drop wise the solution of ethyl-6-methoxybenzofuran-2-carboxylate (0.380 g, 1.73 mmol) and stirring was continued for 0.5 h at room temperature. The reaction mixture was quenched with EtOAc:H2O:MeOH mixture (7:3:1), diluted to 20 ml with EtOAc and filtered through Celite. The filtrate was evaporated and the residue was dried in vacuo to give the creamy paste (0.324 g) which was used as such for next step. This (0.310... The reactants are BrC1=CC=C(C(C(=O)O)=C1)N (5-bromoanthranilic acid), [Br-].BrCCC[NH+]1CCCC1 (1-(3-bromopropyl)pyrrolidinium bromide), CN (methylamine), OC1=CC(=C(C=O)C=C1)OC (4-hydroxy-2-methoxybenzaldehyde). Yields the product BrC=1C=C2C(N(C(=NC2=CC1)C1=C(C=C(C=C1)OCCCN1CCCC1)OC)C)=O (6-Bromo-3-methyl-2-[2-methoxy-4-(3-pyrrolidin-1-ylpropoxy)phenyl]-4(3H)-quinazolinone). Reaction SMILES: [Br:1][C:2]1[CH:10]=[C:6]([C:7]([OH:9])=O)[C:5]([NH2:11])=[CH:4][CH:3]=1.[CH3:12][NH2:13].[OH:14][C:15]1[CH:22]=[CH:21][C:18]([CH:19]=O)=[C:17]([O:23][CH3:24])[CH:16]=1.[Br-].Br[CH2:27][CH2:28][CH2:29][NH+:30]1[CH2:34][CH2:33][CH2:32][CH2:31]1>>[Br:1][C:2]1[CH:10]=[C:6]2[C:5](=[CH:4][CH:3]=1)[N:11]=[C:19]([C:18]1[CH:21]=[CH:22][C:15]([O:14][CH2:27][CH2:28][CH2:29][N:30]3[CH2:34][CH2:33][CH2:32][CH2:31]3)=[CH:16][C:17]=1[O:23][CH3:24])[N:13]([CH3:12])[C:7]2=[O:9] |f:3.4|. Reported procedure: The entitled compound was obtained according to the method of Example 77 but using 5-bromoanthranilic acid, methylamine, 4-hydroxy-2-methoxybenzaldehyde and 1-(3-bromopropyl)pyrrolidinium bromide. The reactants are OC1=CC=C(C=C1)C1=NOC(=N1)C(F)(F)F (3-(4-hydroxyphenyl)-5-trifluoromethyl-1,2,4-oxadiazole), Cl.NO (hydroxylamine hydrochloride), C([O-])([O-])=O.[K+].[K+] (potassium carbonate). Run in C(C)O (ethanol). The product is COC1=CC=C(C(N)=NO)C=C1 (4-methoxybenzamide oxime). Isolated yield 20.0%. As a reaction SMILES: [OH:1][C:2]1[CH:7]=[CH:6][C:5]([C:8]2[N:12]=C(C(F)(F)F)[O:10][N:9]=2)=[CH:4][CH:3]=1.Cl.NO.[C:20](=O)([O-])[O-].[K+].[K+]>C(O)C>[CH3:20][O:1][C:2]1[CH:7]=[CH:6][C:5]([C:8](=[N:9][OH:10])[NH2:12])=[CH:4][CH:3]=1 |f:1.2,3.4.5|. Procedure: 3-(4-hydroxyphenyl)-5-trifluoromethyl-1,2,4-oxadiazole 13.32 g (0.1 mol) 4-methoxybenzonitrile, 20.85 g (0.3 mol) of hydroxylamine hydrochloride and 41.40 g (0.3 mol) potassium carbonate was added to 400 mL absolute ethanol and refluxed 21 hours. The product was filtered and recrystallized from methanol to give 3.12 g (0.02 mol) of 4-methoxybenzamide oxime. Reactants: OCC(CCN1C=2N=C(NC(C2N=C1)=O)N)CO (9-(4-hydroxy-3-hydroxymethylbut-1-yl)guanine), C(C)(=O)Cl (acetyl chloride), CO (Methanol), Cl[Si](C)(C)C (chlorotrimethylsilane). Solvent: N1=CC=CC=C1 (pyridine). The product is C(C)(=O)NC=1NC(C=2N=CN(C2N1)CCC(CO)CO)=O (N2-Acetyl-9-(4-hydroxy-3-hydroxymethylbut-1-yl)guanine), hydrochloride salt. Reported procedure: To a suspension of 9-(4-hydroxy-3-hydroxymethylbut-1-yl)guanine (0.23 g, 0.9 mmol) in pyridine (3 ml) was added chlorotrimethylsilane (0.25 ml, 2.0 mmol) and the mixture was stirred for 15 minutes. To this mixture was added acetyl chloride (0.085 ml, 1.2 mmol) and the mixture was stirred for 30 minutes. Methanol (2 ml) was the added and the mixture was stirred for a further 30 minutes. The solvent was removed and the residue purified by column chromatography on silica gel eluting with chloroform... Reaction conditions: time 15 minute. Reaction SMILES: [OH:1][CH2:2][CH:3]([CH2:17][OH:18])[CH2:4][CH2:5][N:6]1[CH:14]=[N:13][C:12]2[C:11](=[O:15])[NH:10][C:9]([NH2:16])=[N:8][C:7]1=2.Cl[Si](C)(C)C.[C:24](Cl)(=[O:26])[CH3:25].CO>N1C=CC=CC=1>[C:24]([NH:16][C:9]1[NH:10][C:11](=[O:15])[C:12]2[N:13]=[CH:14][N:6]([CH2:5][CH2:4][CH:3]([CH2:17][OH:18])[CH2:2][OH:1])[C:7]=2[N:8]=1)(=[O:26])[CH3:25]. Reactants: ClC1=C(C=NC2=C(C=CC(=C12)OC)OC)C#N (4-chloro-5,8-dimethoxy-3-quinolinecarbonitrile), ClC1=CC(=C(N)C=C1)F (4-chloro-2-fluoroaniline), C(C)OC(C)O (ethoxyethanol), C([O-])([O-])=O.[Na+].[Na+] (sodium carbonate). The solvent is O (water). The product is ClC1=CC(=C(C=C1)NC1=C(C=NC2=C(C=CC(=C12)OC)OC)C#N)F (4-(4-chloro-2-fluoro-phenylamino)-5,8-dimethoxy-quinoline-3-carbonitrile). The yield is 78.9%. RXN SMILES: Cl[C:2]1[C:11]2[C:6](=[C:7]([O:14][CH3:15])[CH:8]=[CH:9][C:10]=2[O:12][CH3:13])[N:5]=[CH:4][C:3]=1[C:16]#[N:17].[Cl:18][C:19]1[CH:25]=[CH:24][C:22]([NH2:23])=[C:21]([F:26])[CH:20]=1.C(OC(O)C)C.C(=O)([O-])[O-].[Na+].[Na+]>O>[Cl:18][C:19]1[CH:25]=[CH:24][C:22]([NH:23][C:2]2[C:11]3[C:6](=[C:7]([O:14][CH3:15])[CH:8]=[CH:9][C:10]=3[O:12][CH3:13])[N:5]=[CH:4][C:3]=2[C:16]#[N:17])=[C:21]([F:26])[CH:20]=1 |f:3.4.5|. Procedure details: A mixture of 0.148 g of 4-chloro-5,8-dimethoxy-3-quinolinecarbonitrile, 0.102 g of 4-chloro-2-fluoroaniline, and 5 ml of ethoxyethanol was stirred under nitrogen, at reflux temperature for 30 minutes. The mixture was cooled and added to 50 ml of water. To this mixture was added sodium carbonate to pH 9. The product was collected, washed with water, dried, and washed with 10 ml of hexanes-ethyl acetate (4:1) to give 0.168 g of 4-(4-chloro-2-fluoro-phenylamino)-5,8-dimethoxy-quinoline-3-carbonitri... The reactants are CC(=O)Cl, Cc1c(C)c2c(c(C)c1N)CC(C)(CN1CCC(c3ccccc3)CC1)O2, Cl, Cl, [Na+], [Na+], O=C([O-])[O-], C1CCOC1, O. Yields the product CC(=O)Nc1c(C)c(C)c2c(c1C)CC(C)(CN1CCC(c3ccccc3)CC1)O2. RXN SMILES: [CH3:36][C:37]([Cl:38])=[O:39].[CH3:3][C:4]1([CH2:17][N:18]2[CH2:19][CH2:20][CH:21]([c:24]3[cH:25][cH:26][cH:27][cH:28][cH:29]3)[CH2:22][CH2:23]2)[O:5][c:6]2[c:7]([c:9]([CH3:16])[c:10]([NH2:15])[c:11]([CH3:14])[c:12]2[CH3:13])[CH2:8]1.[ClH:1].[ClH:2].[Na+:30].[Na+:31].[O-:32][C:33](=[O:34])[O-:35].[O:40]1[CH2:41][CH2:42][CH2:43][CH2:44]1.[OH2:45]>>[CH3:3][C:4]1([CH2:17][N:18]2[CH2:19][CH2:20][CH:21]([c:24]3[cH:25][cH:26][cH:27][cH:28][cH:29]3)[CH2:22][CH2:23]2)[O:5][c:6]2[c:7]([c:9]([CH3:16])[c:10]([NH:15][C:37]([CH3:36])=[O:39])[c:11]([CH3:14])[c:12]2[CH3:13])[CH2:8]1.